Dataset: the Open Reaction Database (ORD), a public repository of structured organic reaction records. Task: describe an organic reaction: reactants, conditions, products, and yield The solvent is O1CCCC1 (tetrahydrofuran). Reaction conditions: time 14 hour. Starting materials: C(C)N(CC)CC1=C(C(=C2C(=N1)SC=1CNCCC12)C1=CC(=C(C=C1)OC)OC)C(=O)OCC (ethyl 2-(N,N-diethylaminomethyl)-4-(3,4-dimethoxyphenyl)-5,6,7,8-tetrahydrothieno-[2,3-b:5,4-c']dipyridine-3-carboxylate), C1(=CC=CC=C1)N=C=S (phenyl isothiocyanate). Procedure details: A mixture of the compound obtained in Example 5A (1.0 g), phenyl isothiocyanate (0.31 g) and tetrahydrofuran (20 ml) was stirred at room temperature for 14 hours, after which it was concentrated under reduced pressure. The residue was subjected to silica gel column chromatography and eluted with ethyl acetate-hexane-methanol (20:20:1, v/v) to yield ethyl 2-(N,N-diethylaminomethyl)-4-(3,4-dimethoxyphenyl)-7-phenylthiocarbamoyl-5,6,7,8-tetrahydrothieno[2,3-b:5,4-c']dipyridine-3-carboxylate (for st... As a reaction SMILES: [CH2:1]([N:3]([CH2:6][C:7]1[N:12]=[C:11]2[S:13][C:14]3[CH2:15][NH:16][CH2:17][CH2:18][C:19]=3[C:10]2=[C:9]([C:20]2[CH:25]=[CH:24][C:23]([O:26][CH3:27])=[C:22]([O:28][CH3:29])[CH:21]=2)[C:8]=1[C:30]([O:32][CH2:33][CH3:34])=[O:31])[CH2:4][CH3:5])[CH3:2].[C:35]1([N:41]=[C:42]=[S:43])[CH:40]=[CH:39][CH:38]=[CH:37][CH:36]=1>O1CCCC1>[CH2:4]([N:3]([CH2:6][C:7]1[N:12]=[C:11]2[S:13][C:14]3[CH2:15][N:16]([C:42](=[S:43])[NH:41][C:35]4[CH:40]=[CH:39][CH:38]=[CH:37][CH:36]=4)[CH2:17][CH2:18][C:19]=3[C:10]2=[C:9]([C:20]2[CH:25]=[CH:24][C:23]([O:26][CH3:27])=[C:22]([O:28][CH3:29])[CH:21]=2)[C:8]=1[C:30]([O:32][CH2:33][CH3:34])=[O:31])[CH2:1][CH3:2])[CH3:5]. The product is C(C)N(CC)CC1=C(C(=C2C(=N1)SC=1CN(CCC12)C(NC1=CC=CC=C1)=S)C1=CC(=C(C=C1)OC)OC)C(=O)OCC (ethyl 2-(N,N-diethylaminomethyl)-4-(3,4-dimethoxyphenyl)-7-phenylthiocarbamoyl-5,6,7,8-tetrahydrothieno[2,3-b:5,4-c']dipyridine-3-carboxylate). Isolated yield 80.5%. Starting materials: FC(C=1C=C(C=C(C1)C(F)(F)F)[C@@H]1[C@@H](N(C(O1)=O)CC1=C(C=CC(=C1)OC(F)(F)F)N(CC)C[C@@H]1CC[C@H](CC1)CC(=O)OCC)C)(F)F (ethyl (trans-4-{[[2-({(4S,5R)-5-[3,5-bis(trifluoromethyl)phenyl]-4-methyl-2-oxo-1,3-oxazolidin-3-yl}methyl)-4-(trifluoromethoxy)phenyl](ethyl)amino]methyl}cyclohexyl)acetate), [OH-].[K+] (KOH), [OH-].[K+] (KOH), [OH-].[K+] (KOH). The solvent is CCO (EtOH). Reaction conditions: time 30 minute. Yields the product FC(C=1C=C(C=C(C1)C(F)(F)F)[C@@H]1[C@@H](N(C(O1)=O)CC1=C(C=CC(=C1)OC(F)(F)F)N(CC)C[C@@H]1CC[C@H](CC1)CC(=O)O)C)(F)F ((trans-4-{[[2-({(4S,5R)-5-[3,5-bis(trifluoromethyl)phenyl]-4-methyl-2-oxo-1,3-oxazolidin-3-yl}methyl)-4-(trifluoromethoxy)phenyl](ethyl)amino]methyl}cyclohexyl)acetic acid). Reaction SMILES: [F:1][C:2]([F:49])([F:48])[C:3]1[CH:4]=[C:5]([C@H:13]2[O:17][C:16](=[O:18])[N:15]([CH2:19][C:20]3[CH:25]=[C:24]([O:26][C:27]([F:30])([F:29])[F:28])[CH:23]=[CH:22][C:21]=3[N:31]([CH2:34][C@H:35]3[CH2:40][CH2:39][C@H:38]([CH2:41][C:42]([O:44]CC)=[O:43])[CH2:37][CH2:36]3)[CH2:32][CH3:33])[C@H:14]2[CH3:47])[CH:6]=[C:7]([C:9]([F:12])([F:11])[F:10])[CH:8]=1.[OH-].[K+]>CCO>[F:12][C:9]([F:10])([F:11])[C:7]1[CH:6]=[C:5]([C@H:13]2[O:17][C:16](=[O:18])[N:15]([CH2:19][C:20]3[CH:25]=[C:24]([O:26][C:27]([F:29])([F:30])[F:28])[CH:23]=[CH:22][C:21]=3[N:31]([CH2:34][C@H:35]3[CH2:36][CH2:37][C@H:38]([CH2:41][C:42]([OH:44])=[O:43])[CH2:39][CH2:40]3)[CH2:32][CH3:33])[C@H:14]2[CH3:47])[CH:4]=[C:3]([C:2]([F:1])([F:49])[F:48])[CH:8]=1 |f:1.2|. Procedure details: To a solution of ethyl (trans-4-{[[2-({(4S,5R)-5-[3,5-bis(trifluoromethyl)phenyl]-4-methyl-2-oxo-1,3-oxazolidin-3-yl}methyl)-4-(trifluoromethoxy)phenyl](ethyl)amino]methyl}cyclohexyl)acetate (29 mg, 0.0407 mmol) in EtOH (1 mL) was added 4 M KOH (100 μL). The reaction was stirred at room temperature for 30 minutes and 4 M KOH (100 μL) was added. After an additional 30 minutes 4 M KOH (100 μL) was added. After 30 min the reaction was quenched with 1 N HCl (1.5 mL) and then neutralized with saturat... Starting materials: C1(=C(C=CC=C1)C1(CCNCC1)CC(=O)O)C (2-(4-o-tolylpiperidin-4-yl)acetic acid), ClC(=O)OC1C2CC3CC(CC1C3)C2 (2-adamantyl chloroformate), CCN(C(C)C)C(C)C (i-Pr2NEt). Solvent: C(C)#N (Acetonitrile). Reaction conditions: time 1 hour. The product is C12C(C3CC(CC(C1)C3)C2)OC(=O)N2CCC(CC2)(C2=C(C=CC=C2)C)CC(=O)O (2-(1-(2-adamantyloxycarbonyl)-4-o-tolylpiperidin-4-yl)acetic acid). The yield is 16.6%. As a reaction SMILES: [C:1]1([CH3:17])[CH:6]=[CH:5][CH:4]=[CH:3][C:2]=1[C:7]1([CH2:13][C:14]([OH:16])=[O:15])[CH2:12][CH2:11][NH:10][CH2:9][CH2:8]1.Cl[C:19]([O:21][CH:22]1[CH:29]2[CH2:30][CH:25]3[CH2:26][CH:27]([CH2:31][CH:23]1[CH2:24]3)[CH2:28]2)=[O:20].CCN(C(C)C)C(C)C>C(#N)C>[CH:29]12[CH2:30][CH:25]3[CH2:26][CH:27]([CH2:31][CH:23]([CH2:24]3)[CH:22]1[O:21][C:19]([N:10]1[CH2:9][CH2:8][C:7]([CH2:13][C:14]([OH:16])=[O:15])([C:2]3[CH:3]=[CH:4][CH:5]=[CH:6][C:1]=3[CH3:17])[CH2:12][CH2:11]1)=[O:20])[CH2:28]2. Procedure details: A fraction of the above aqueous solution (contains ˜15 mg of 2-(4-o-tolylpiperidin-4-yl)acetic acid, 0.064 mmol) was mixed with 2-adamantyl chloroformate (15 mg, 1.1 equiv). i-Pr2NEt (100 μL, excess) was added. Acetonitrile was added to make the mixture homogeneous. After stirring for 1 h at rt, the mixture was acidified and purified by prep HPLC to afford 2-(1-(2-adamantyloxycarbonyl)-4-o-tolylpiperidin-4-yl)acetic acid (4.4 mg). LC-MS Method 1 tR=2.13 min, m/z=412, 1H NMR (CDCl3) [selected res... Starting materials: CS(=O)(=O)C=1C=C(C=CC1OC)N1CCNCC1 (1-(3-Methanesulfonyl-4-methoxy-phenyl)-piperazine), C(C)I (Et-I). Product: C(C)N1CCN(CC1)C1=CC(=C(C=C1)OC)S(=O)(=O)C (1-Ethyl-4-(3-Methanesulfonyl-4-methoxy-phenyl)-piperazine). Reaction SMILES: [CH3:1][S:2]([C:5]1[CH:6]=[C:7]([N:13]2[CH2:18][CH2:17][NH:16][CH2:15][CH2:14]2)[CH:8]=[CH:9][C:10]=1[O:11][CH3:12])(=[O:4])=[O:3].[CH2:19](I)[CH3:20]>>[CH2:19]([N:16]1[CH2:15][CH2:14][N:13]([C:7]2[CH:8]=[CH:9][C:10]([O:11][CH3:12])=[C:5]([S:2]([CH3:1])(=[O:3])=[O:4])[CH:6]=2)[CH2:18][CH2:17]1)[CH3:20]. Procedure details: Beginning with 1-(3-Methanesulfonyl-4-methoxy-phenyl)-piperazine and Et-I, the title compound was recovered by the procedure described in Example 2: MS m/z (rel. intensity, 70 eV)) 298 (M+, 81), 283 (45), 84 (36), 57 (bp), 56 (41). The reactants are C1=CN=C2N1C1=CC=CC=C1NC2=O (5H-Imidazo[1,2-a]quinoxalin-4-one), C(C)N(C1=CC=CC=C1)CC (N,N-diethylaniline), C(Cl)Cl.CO (CH2Cl2 MeOH). Solvent: P(=O)(Cl)(Cl)Cl (phosphorus oxychloride), O=P(Cl)(Cl)Cl (POCl3). The product is ClC=1C=2N(C3=CC=CC=C3N1)C=CN2 (4-Chloroimidazo[1,2-a]quinoxaline). Isolated yield 75.0%. Reaction SMILES: [CH:1]1[N:5]2[C:6]3[C:11]([NH:12][C:13](=O)[C:4]2=[N:3][CH:2]=1)=[CH:10][CH:9]=[CH:8][CH:7]=3.C(N(CC)C1C=CC=CC=1)C.C(Cl)[Cl:27].CO>P(Cl)(Cl)(Cl)=O>[Cl:27][C:13]1[C:4]2[N:5]([CH:1]=[CH:2][N:3]=2)[C:6]2[C:11]([N:12]=1)=[CH:10][CH:9]=[CH:8][CH:7]=2 |f:2.3|. Reported procedure: Compound 11 (1.4 g, 6.4 mmol) is solubilized in phosphorus oxychloride (24 ml), and N,N-diethylaniline (3.6 ml). The reaction mixture obtained is carried to reflux for approximately 2 h. The product is insoluble in POCl3 even after heating. The reaction is monitored by TLC, eluent: CH2Cl2/MeOH (95/5). TLC shows the presence of the end product, but also the appearance of breakdown products. The reaction mixture is dark brown in colour. The POCl3 is evaporated under vacuum. The residue is cooled i... Starting materials: N1C=CC2=CC(=CC=C12)C(=O)O (indole-5-carboxylic acid), [N+](=O)([O-])C1=CC=C(C=C1)CCN1CCNCC1 (1-[2-(4-nitrophenyl)ethyl]piperazine). Product: N1C=CC2=CC(=CC=C12)C(=O)N1CCN(CC1)CCC1=CC=C(C=C1)[N+](=O)[O-] (1-(Indole-5-carbonyl)-4-[2-(4-nitrophenyl)ethyl]piperazine). As a reaction SMILES: [NH:1]1[C:9]2[C:4](=[CH:5][C:6]([C:10]([OH:12])=O)=[CH:7][CH:8]=2)[CH:3]=[CH:2]1.[N+:13]([C:16]1[CH:21]=[CH:20][C:19]([CH2:22][CH2:23][N:24]2[CH2:29][CH2:28][NH:27][CH2:26][CH2:25]2)=[CH:18][CH:17]=1)([O-:15])=[O:14]>>[NH:1]1[C:9]2[C:4](=[CH:5][C:6]([C:10]([N:27]3[CH2:28][CH2:29][N:24]([CH2:23][CH2:22][C:19]4[CH:18]=[CH:17][C:16]([N+:13]([O-:15])=[O:14])=[CH:21][CH:20]=4)[CH2:25][CH2:26]3)=[O:12])=[CH:7][CH:8]=2)[CH:3]=[CH:2]1. Procedure: In the manner described in Example 24, indole-5-carboxylic acid (100 mg, 0.62 mmol) and 1-[2-(4-nitrophenyl)ethyl]piperazine (151 mg, 0.64 mmol) gave, after purification by flash column chromatography on silica gel, eluting with CH2Cl2 /MeOH/NH3 ; 95:5:0.5 and trituration with hexane/EtOAc, the piperazine (38 mg, 16%), mp 204°-206° C. Reactants: NC1=NNC2=C(C=C(C=C12)N)N (3,5,7-triaminoindazole), Cl (hydrogen chloride), C(C)OCC (diethyl ether). Run in C(C)O (ethyl alcohol). Product: Cl.Cl.Cl.NC1=NNC2=C(C=C(C=C12)N)N (3,5,7-triaminoindazole trihydrochloride). Reaction SMILES: [NH2:1][C:2]1[C:10]2[C:5](=[C:6]([NH2:12])[CH:7]=[C:8]([NH2:11])[CH:9]=2)[NH:4][N:3]=1.[ClH:13].C(OCC)C>C(O)C>[ClH:13].[ClH:13].[ClH:13].[NH2:1][C:2]1[C:10]2[C:5](=[C:6]([NH2:12])[CH:7]=[C:8]([NH2:11])[CH:9]=2)[NH:4][N:3]=1 |f:4.5.6.7|. Reported procedure: In 20 ml of absolute ethyl alcohol was dissolved 1.0 g of the 3,5,7-triaminoindazole, and into the solution was introduced dried hydrogen chloride gas under cooling with ice. Then to the solution was added anhydrous diethyl ether to separate crystals. The crystals were obtained by filtration and dried to give 3,5,7-triaminoindazole trihydrochloride having the following analytical value. Starting materials: CCCCCCCCc1ccc(NCc2ccc(Oc3ccccc3)cc2)cc1, CC(C)c1cccc(C(C)C)c1N=C=O. Yields the product CCCCCCCCc1ccc(N(Cc2ccc(Oc3ccccc3)cc2)C(=O)Nc2c(C(C)C)cccc2C(C)C)cc1. As a reaction SMILES: [CH2:1]([CH2:2][CH2:3][CH2:4][CH2:5][CH2:6][CH2:7][CH3:8])[c:9]1[cH:10][cH:11][c:12]([NH:15][CH2:16][c:17]2[cH:18][cH:19][c:20]([O:23][c:24]3[cH:25][cH:26][cH:27][cH:28][cH:29]3)[cH:21][cH:22]2)[cH:13][cH:14]1.[CH:30]([CH3:31])([CH3:32])[c:33]1[c:34]([N:42]=[C:43]=[O:44])[c:35]([CH:39]([CH3:40])[CH3:41])[cH:36][cH:37][cH:38]1>>[CH2:1]([CH2:2][CH2:3][CH2:4][CH2:5][CH2:6][CH2:7][CH3:8])[c:9]1[cH:10][cH:11][c:12]([N:15]([CH2:16][c:17]2[cH:18][cH:19][c:20]([O:23][c:24]3[cH:25][cH:26][cH:27][cH:28][cH:29]3)[cH:21][cH:22]2)[C:43]([NH:42][c:34]2[c:33]([CH:30]([CH3:31])[CH3:32])[cH:38][cH:37][cH:36][c:35]2[CH:39]([CH3:40])[CH3:41])=[O:44])[cH:13][cH:14]1. Starting materials: Br[Mg]c1ccccc1 (effective_coupling_partner), CCN(CC)C(=O)Oc1ccc(C)cc1 (substrate). Reagents/catalysts: CC(O)c1ccccc1P(c2ccccc2)c3ccccc3. Run at temperature 25 celsius, time 1 hour. The product is Cc2ccc(c1ccccc1)cc2.